This data is from the Open Reaction Database (ORD), a public repository of structured organic reaction records. The task is: describe an organic reaction: reactants, conditions, products, and yield The reactants are CCNC(=O)Nc1cc(-c2nc(C(F)(F)F)cs2)c(-c2ccc3c(c2)c(=O)c(C(=O)OCC)cn3C2(CO)CCOCC2)cn1, C1CCOC1, CO, Cl, [Li+], [OH-]. The product is CCNC(=O)Nc1cc(-c2nc(C(F)(F)F)cs2)c(-c2ccc3c(c2)c(=O)c(C(=O)O)cn3C2(CO)CCOCC2)cn1. RXN SMILES: [CH2:1]([CH3:2])[NH:3][C:4]([NH:5][c:6]1[cH:7][c:8](-[c:36]2[s:37][cH:38][c:39]([C:41]([F:42])([F:43])[F:44])[n:40]2)[c:9](-[c:12]2[cH:13][c:14]3[c:15](=[O:35])[c:16]([C:30](=[O:31])[O:32][CH2:33][CH3:34])[cH:17][n:18]([C:22]4([CH2:28][OH:29])[CH2:23][CH2:24][O:25][CH2:26][CH2:27]4)[c:19]3[cH:20][cH:21]2)[cH:10][n:11]1)=[O:45].[CH2:46]1[O:47][CH2:48][CH2:49][CH2:50]1.[CH3:54][OH:55].[ClH:53].[Li+:52].[OH-:51]>>[CH2:1]([CH3:2])[NH:3][C:4]([NH:5][c:6]1[cH:7][c:8](-[c:36]2[s:37][cH:38][c:39]([C:41]([F:42])([F:43])[F:44])[n:40]2)[c:9](-[c:12]2[cH:13][c:14]3[c:15](=[O:35])[c:16]([C:30](=[O:31])[OH:32])[cH:17][n:18]([C:22]4([CH2:28][OH:29])[CH2:23][CH2:24][O:25][CH2:26][CH2:27]4)[c:19]3[cH:20][cH:21]2)[cH:10][n:11]1)=[O:45]. Starting materials: CC=1C=C(C(=O)OC(C)(C)C)C=CC1OC1=CC=CC=C1 (tert-butyl 3-methyl-4-phenoxybenzoate), FC(C(=O)O)(F)F (2,2,2-trifluoroacetic acid). Run in ClCCl (dichloromethane). Reaction conditions: temperature 20 celsius, time 4 hour. Product: CC=1C=C(C(=O)O)C=CC1OC1=CC=CC=C1 (3-methyl-4-phenoxybenzoic acid). The yield is 38.1%. As a reaction SMILES: [CH3:1][C:2]1[CH:3]=[C:4]([CH:12]=[CH:13][C:14]=1[O:15][C:16]1[CH:21]=[CH:20][CH:19]=[CH:18][CH:17]=1)[C:5]([O:7]C(C)(C)C)=[O:6].FC(F)(F)C(O)=O>ClCCl>[CH3:1][C:2]1[CH:3]=[C:4]([CH:12]=[CH:13][C:14]=1[O:15][C:16]1[CH:21]=[CH:20][CH:19]=[CH:18][CH:17]=1)[C:5]([OH:7])=[O:6]. Procedure: A mixture of tert-butyl 3-methyl-4-phenoxybenzoate (654 mg, 2.3 mmol), 2,2,2-trifluoroacetic acid (1 mL) and dichloromethane (4 mL) were stirred at 20° C. for 4 hours. The mixture was washed with water (10 mL×2). The organic phase was separated, dried over sodium sulfate, filtered and concentrated to give a residue. The residue was purified by column chromatography (silica gel, petroleum ether/ethyl acetate=2:1) to give 3-methyl-4-phenoxybenzoic acid as a white solid (200 mg, 38%). LRMS (M+H)− m...